This data is from the Open Reaction Database (ORD), a public repository of structured organic reaction records. The task is: describe an organic reaction: reactants, conditions, products, and yield Reactants: F[B-](F)(F)F, CC(C)(C)c1ccc(CNCCc2cccc(OC(F)(F)F)c2)cc1, CCN(C(C)C)C(C)C, O=C(O)c1c(F)c(F)cc2cc[nH]c12, CN(C)C=O, O, CN(C)C(On1nnc2ccccc21)=[N+](C)C. The product is CC(C)(C)c1ccc(CN(CCc2cccc(OC(F)(F)F)c2)C(=O)c2c(F)c(F)cc3cc[nH]c23)cc1. RXN SMILES: [B-:15]([F:16])([F:17])([F:18])[F:19].[C:46]([CH3:47])([CH3:48])([CH3:49])[c:50]1[cH:51][cH:52][c:53]([CH2:54][NH:55][CH2:56][CH2:57][c:58]2[cH:59][c:60]([O:64][C:65]([F:66])([F:67])[F:68])[cH:61][cH:62][cH:63]2)[cH:69][cH:70]1.[CH:37]([N:38]([CH2:39][CH3:40])[CH:41]([CH3:42])[CH3:43])([CH3:44])[CH3:45].[F:1][c:2]1[cH:3][c:4]2[cH:5][cH:6][nH:7][c:8]2[c:9]([C:12](=[O:13])[OH:14])[c:10]1[F:11].[O:71]=[CH:72][N:73]([CH3:74])[CH3:75].[OH2:76].[n:20]1([O:21][C:22]([N:23]([CH3:24])[CH3:25])=[N+:26]([CH3:27])[CH3:28])[c:29]2[cH:30][cH:31][cH:32][cH:33][c:34]2[n:35][n:36]1>>[F:1][c:2]1[cH:3][c:4]2[cH:5][cH:6][nH:7][c:8]2[c:9]([C:12](=[O:14])[N:55]([CH2:54][c:53]2[cH:52][cH:51][c:50]([C:46]([CH3:47])([CH3:48])[CH3:49])[cH:70][cH:69]2)[CH2:56][CH2:57][c:58]2[cH:59][c:60]([O:64][C:65]([F:66])([F:67])[F:68])[cH:61][cH:62][cH:63]2)[c:10]1[F:11].